describe an organic reaction: reactants, conditions, products, and yield From a dataset of the Open Reaction Database (ORD), a public repository of structured organic reaction records. Starting materials: C(C)(C)N1CCC(CC1)OC1=CC=2C=C3N(C2C=C1)C[C@@H](NC3=O)C ((S)-8-(1-Isopropyl-piperidin-4-yloxy)-3-methyl-3,4-dihydro-2H-pyrazino[1,2-a]indol-1-one), COCCBr (2-bromoethyl methyl ether), [H-].[Na+] (sodium hydride). The product is C(C)(C)N1CCC(CC1)OC1=CC=2C=C3N(C2C=C1)C[C@@H](N(C3=O)CCOC)C ((S)-8-(1-Isopropyl-piperidin-4-yloxy)-2-(2-methoxy-ethyl)-3-methyl-3,4-dihydro-2H-pyrazino[1,2-a]indol-1-one). The yield is 30.0%. Reaction SMILES: [CH:1]([N:4]1[CH2:9][CH2:8][CH:7]([O:10][C:11]2[CH:19]=[CH:18][C:17]3[N:16]4[CH2:20][C@H:21]([CH3:25])[NH:22][C:23](=[O:24])[C:15]4=[CH:14][C:13]=3[CH:12]=2)[CH2:6][CH2:5]1)([CH3:3])[CH3:2].[CH3:26][O:27][CH2:28][CH2:29]Br.[H-].[Na+]>>[CH:1]([N:4]1[CH2:9][CH2:8][CH:7]([O:10][C:11]2[CH:19]=[CH:18][C:17]3[N:16]4[CH2:20][C@H:21]([CH3:25])[N:22]([CH2:29][CH2:28][O:27][CH3:26])[C:23](=[O:24])[C:15]4=[CH:14][C:13]=3[CH:12]=2)[CH2:6][CH2:5]1)([CH3:3])[CH3:2] |f:2.3|. Procedure details: The title compound was synthesized in analogy to example 17, from (S)-8-(1-isopropyl-piperidin-4-yloxy)-3-methyl-3,4-dihydro-2H-pyrazino[1,2-a]indol-1-one (example 13), 2-bromoethyl methyl ether and sodium hydride, to give the desired product as a colorless oil (30%). The reactants are N#CN1c2ccccc2CCc2ccccc21, Clc1ccccc1, O. The product is N#CN1c2ccccc2CC(O)c2ccccc21. As a reaction SMILES: [C:8](#[N:9])[N:10]1[c:11]2[c:12]([cH:21][cH:22][cH:23][cH:24]2)[CH2:13][CH2:14][c:15]2[c:16]1[cH:17][cH:18][cH:19][cH:20]2.[Cl:1][c:2]1[cH:3][cH:4][cH:5][cH:6][cH:7]1.[OH2:25]>>[C:8](#[N:9])[N:10]1[c:11]2[c:12]([cH:21][cH:22][cH:23][cH:24]2)[CH:13]([OH:25])[CH2:14][c:15]2[c:16]1[cH:17][cH:18][cH:19][cH:20]2. Starting materials: C=CCOC(=O)NCC(=O)O, Cc1ccccc1, O=S(Cl)Cl. Yields the product C=CCOC(=O)NCC(=O)Cl. RXN SMILES: [CH2:5]([CH:6]=[CH2:7])[O:8][C:9](=[O:10])[NH:11][CH2:12][C:13](=[O:14])[OH:15].[CH3:16][c:17]1[cH:18][cH:19][cH:20][cH:21][cH:22]1.[S:1]([Cl:2])([Cl:3])=[O:4]>>[Cl:3][C:13]([CH2:12][NH:11][C:9]([O:8][CH2:5][CH:6]=[CH2:7])=[O:10])=[O:15]. Reactants: COC(=O)NC(C(=O)NC(Cc1ccc(-c2cccnc2)cc1)CC(O)C(Cc1ccccc1)N(C(=O)[O-])C(C)(C)C)C(C)(C)C, ClCCl, O=C(O)C(F)(F)F. Product: COC(=O)NC(C(=O)NC(Cc1ccc(-c2cccnc2)cc1)CC(O)C(N)Cc1ccccc1)C(C)(C)C. As a reaction SMILES: [C:1]([N:5]([C:2](=[O:3])[O-:4])[CH:9]([CH:10]([CH2:11][CH:12]([CH2:13][c:14]1[cH:15][cH:16][c:17](-[c:20]2[cH:21][n:22][cH:23][cH:24][cH:25]2)[cH:18][cH:19]1)[NH:26][C:27]([CH:28]([NH:29][C:30](=[O:31])[O:32][CH3:33])[C:34]([CH3:35])([CH3:36])[CH3:37])=[O:38])[OH:39])[CH2:40][c:41]1[cH:42][cH:43][cH:44][cH:45][cH:46]1)([CH3:6])([CH3:7])[CH3:8].[Cl:54][CH2:55][Cl:56].[OH:47][C:48]([C:49]([F:50])([F:51])[F:52])=[O:53]>>[NH2:5][CH:9]([CH:10]([CH2:11][CH:12]([CH2:13][c:14]1[cH:15][cH:16][c:17](-[c:20]2[cH:21][n:22][cH:23][cH:24][cH:25]2)[cH:18][cH:19]1)[NH:26][C:27]([CH:28]([NH:29][C:30](=[O:31])[O:32][CH3:33])[C:34]([CH3:35])([CH3:36])[CH3:37])=[O:38])[OH:39])[CH2:40][c:41]1[cH:42][cH:43][cH:44][cH:45][cH:46]1.